This data is from the Open Reaction Database (ORD), a public repository of structured organic reaction records. The task is: describe an organic reaction: reactants, conditions, products, and yield Product: CC(C)CCCCCCCOC(=O)C(Cl)(C(=O)OCCCCCCCC(C)C)n1cncn1. The reactants are ClC(Cl)(Cl)Cl, CC(C)CCCCCCCOC(=O)C(C(=O)OCCCCCCCC(C)C)n1cncn1, ClP(Cl)Cl, Cl. RXN SMILES: [C:38]([Cl:39])([Cl:40])([Cl:41])[Cl:42].[CH2:1]([CH2:2][CH2:3][CH2:4][CH2:5][CH2:6][CH2:7][CH:8]([CH3:9])[CH3:10])[O:11][C:12](=[O:13])[CH:14]([n:15]1[n:16][cH:17][n:18][cH:19]1)[C:20](=[O:21])[O:22][CH2:23][CH2:24][CH2:25][CH2:26][CH2:27][CH2:28][CH2:29][CH:30]([CH3:31])[CH3:32].[Cl:33][P:34]([Cl:35])[Cl:36].[Cl:37]>>[CH2:1]([CH2:2][CH2:3][CH2:4][CH2:5][CH2:6][CH2:7][CH:8]([CH3:9])[CH3:10])[O:11][C:12](=[O:13])[C:14]([n:15]1[n:16][cH:17][n:18][cH:19]1)([C:20](=[O:21])[O:22][CH2:23][CH2:24][CH2:25][CH2:26][CH2:27][CH2:28][CH2:29][CH:30]([CH3:31])[CH3:32])[Cl:33]. Starting materials: CCN(C(C)C)C(C)C, Cc1cscc1N=C=S, Cl, Cl, Nc1cscc1N, C1CCOC1. Yields the product Cc1cscc1NC(=S)Nc1cscc1N. Reaction SMILES: [CH2:10]([N:11]([CH:12]([CH3:13])[CH3:14])[CH:15]([CH3:16])[CH3:17])[CH3:18].[CH3:19][c:20]1[c:21]([N:25]=[C:26]=[S:27])[cH:22][s:23][cH:24]1.[ClH:1].[ClH:2].[NH2:3][c:4]1[cH:5][s:6][cH:7][c:8]1[NH2:9].[O:28]1[CH2:29][CH2:30][CH2:31][CH2:32]1>>[NH2:3][c:4]1[cH:5][s:6][cH:7][c:8]1[NH:9][C:26]([NH:25][c:21]1[c:20]([CH3:19])[cH:24][s:23][cH:22]1)=[S:27]. The reactants are ClCCl, CC1(C)C(C=C2CCSC2=O)C1C(=O)O, CN(C)c1ccncc1, C(=NC1CCCCC1)=NC1CCCCC1, OCc1csc(Oc2ccccc2)n1. Yields the product CC1(C)C(C=C2CCSC2=O)C1C(=O)OCc1csc(Oc2ccccc2)n1. Reaction SMILES: [CH2:54]([Cl:55])[Cl:56].[CH3:16][C:17]1([CH3:30])[CH:18]([C:27](=[O:28])[OH:29])[CH:19]1[CH:20]=[C:21]1[C:22](=[O:26])[S:23][CH2:24][CH2:25]1.[CH3:45][N:46]([CH3:47])[c:48]1[cH:49][cH:50][n:51][cH:52][cH:53]1.[CH:1]1([N:2]=[C:3]=[N:4][CH:5]2[CH2:6][CH2:7][CH2:8][CH2:9][CH2:10]2)[CH2:11][CH2:12][CH2:13][CH2:14][CH2:15]1.[O:31]([c:32]1[cH:33][cH:34][cH:35][cH:36][cH:37]1)[c:38]1[s:39][cH:40][c:41]([CH2:43][OH:44])[n:42]1>>[CH3:16][C:17]1([CH3:30])[CH:18]([C:27](=[O:28])[O:29][CH2:43][c:41]2[cH:40][s:39][c:38]([O:31][c:32]3[cH:33][cH:34][cH:35][cH:36][cH:37]3)[n:42]2)[CH:19]1[CH:20]=[C:21]1[C:22](=[O:26])[S:23][CH2:24][CH2:25]1. The reactants are C(C)OC(=O)C=1C(=C2C=CC3=C(OCO3)C2=C(C1C(=O)OCC)C1=CC2=C(OCO2)C=C1)O (9-Benzo[1,3]dioxol-5-yl-6-hydroxy-naphtho[1,2-d][1,3]dioxole-7,8-dicarboxylic acid diethyl ester), C[Si](C)(C)C=[N+]=[N-] ((Trimethylsilyl)diazomethane). Solvent: CO (MeOH), C1CCOC1 (THF). Conditions: time 12 hour. Yields the product C(C)OC(=O)C=1C(=C2C=CC3=C(OCO3)C2=C(C1C(=O)OCC)C1=CC2=C(OCO2)C=C1)OC (9-Benzo[1,3]dioxol-5-yl-6-methoxy-naphtho[1,2-d][1,3]dioxole-7,8-dicarboxylic acid diethyl ester). Yield: 99.0%. Reaction SMILES: [CH2:1]([O:3][C:4]([C:6]1[C:7]([OH:33])=[C:8]2[C:16](=[C:17]([C:24]3[CH:32]=[CH:31][C:27]4[O:28][CH2:29][O:30][C:26]=4[CH:25]=3)[C:18]=1[C:19]([O:21][CH2:22][CH3:23])=[O:20])[C:12]1[O:13][CH2:14][O:15][C:11]=1[CH:10]=[CH:9]2)=[O:5])[CH3:2].[CH3:34][Si](C=[N+]=[N-])(C)C>CO.C1COCC1>[CH2:1]([O:3][C:4]([C:6]1[C:7]([O:33][CH3:34])=[C:8]2[C:16](=[C:17]([C:24]3[CH:32]=[CH:31][C:27]4[O:28][CH2:29][O:30][C:26]=4[CH:25]=3)[C:18]=1[C:19]([O:21][CH2:22][CH3:23])=[O:20])[C:12]1[O:13][CH2:14][O:15][C:11]=1[CH:10]=[CH:9]2)=[O:5])[CH3:2]. Procedure details: Compound 33 (95 mg, 0.21 mmol) was dissolved in a mixture of MeOH (3 mL) and THF (6 mL). (Trimethylsilyl)diazomethane (2 M in hexanes, 0.6 mL, 1.2 mmol) was added to the solution. The mixture was stirred for 12 h at room temperature, and then concentrated in vacuo. The crude material was purified by column chromatography on silica gel using CH2Cl2 to afford 35 (97 mg, 99%) as a yellow oil. 1H NMR (CDCl3) δ 7.86 (d, 1H, H5, J=8.7 Hz), 7.26 (d, 1H, H6, J=8.7 Hz), 6.75-6.82 (m, 3H, H2′+H5′+H6′), 6.... Reactants: C(C)(=O)OCC1=C(C=CC=C1)C(C(=O)N)=NO (2-(2-acetoxymethylphenyl)-2-hydroxyiminoacetamide), ice, C([O-])(O)=O.[Na+] (sodium bicarbonate). The solvent is Cl.O1CCOCC1 (hydrogen chloride dioxane). Reaction conditions: time 2.5 hour. Yields the product C(C)(=O)OCC1=C(C=CC=C1)\C(\C(=O)N)=N/O ((E)-2-(2-acetoxymethylphenyl)-2-hydroxyiminoacetamide). Isolated yield 62.6%. Reaction SMILES: [C:1]([O:4][CH2:5][C:6]1[CH:11]=[CH:10][CH:9]=[CH:8][C:7]=1[C:12](=[N:16][OH:17])[C:13]([NH2:15])=[O:14])(=[O:3])[CH3:2].C(=O)(O)[O-].[Na+]>Cl.O1CCOCC1>[C:1]([O:4][CH2:5][C:6]1[CH:11]=[CH:10][CH:9]=[CH:8][C:7]=1/[C:12](=[N:16]\[OH:17])/[C:13]([NH2:15])=[O:14])(=[O:3])[CH3:2] |f:1.2,3.4|. Procedure: A mixture of 2-(2-acetoxymethylphenyl)-2-hydroxyiminoacetamide (388 mg, E/Z=35/65) was dissolved in a 5N hydrogen chloride/dioxane solution (3.3 ml), and the mixture was stirred at room temperature for 2.5 hours. The reaction mixture was poured into an ice-cooled saturated aqueous solution of sodium bicarbonate, and extracted with ethyl acetate three times. The combined ethyl acetate layer was washed successively with water and saturated brine, and dried over anhydrous sodium sulfate. Evaporatio...